From a dataset of the Open Reaction Database (ORD), a public repository of structured organic reaction records. describe an organic reaction: reactants, conditions, products, and yield The product is CCOCCC1CN(C2=Nc3ccccc3Nc3sc(C)nc32)CCN1. RXN SMILES: [CH2:17]([CH3:18])[O:19][CH2:20][CH2:21][CH:22]1[NH:23][CH2:24][CH2:25][NH:26][CH2:27]1.[CH3:1][c:2]1[n:3][c:4]2[c:10]([s:11]1)[NH:9][c:8]1[c:7]([cH:15][cH:14][cH:13][cH:12]1)[N:6]=[C:5]2[NH2:16]>>[CH3:1][c:2]1[n:3][c:4]2[c:10]([s:11]1)[NH:9][c:8]1[c:7]([cH:15][cH:14][cH:13][cH:12]1)[N:6]=[C:5]2[N:16]1[CH2:25][CH2:24][NH:23][CH:22]([CH2:21][CH2:20][O:19][CH2:17][CH3:18])[CH2:27]1. Reactants: CCOCCC1CNCCN1, Cc1nc2c(s1)Nc1ccccc1N=C2N. Reactants: CC(C)n1ccc2c(C(=O)O)cc(Br)cc21, ClCCCl, CN1CCOCC1, CS(C)=O, Cc1cc(C)c(CN)c(=O)[nH]1, On1nnc2cccnc21. The product is Cc1cc(C)c(CNC(=O)c2cc(Br)cc3c2ccn3C(C)C)c(=O)[nH]1. As a reaction SMILES: [Br:1][c:2]1[cH:3][c:4]([C:14](=[O:15])[OH:16])[c:5]2[cH:6][cH:7][n:8]([CH:11]([CH3:12])[CH3:13])[c:9]2[cH:10]1.[CH2:38]([Cl:39])[CH2:40][Cl:41].[CH3:42][N:43]1[CH2:44][CH2:45][O:46][CH2:47][CH2:48]1.[CH3:49][S:50]([CH3:51])=[O:52].[NH2:17][CH2:18][c:19]1[c:20](=[O:27])[nH:21][c:22]([CH3:26])[cH:23][c:24]1[CH3:25].[OH:28][n:29]1[c:30]2[n:31][cH:32][cH:33][cH:34][c:35]2[n:36][n:37]1>>[Br:1][c:2]1[cH:3][c:4]([C:14](=[O:16])[NH:17][CH2:18][c:19]2[c:20](=[O:27])[nH:21][c:22]([CH3:26])[cH:23][c:24]2[CH3:25])[c:5]2[cH:6][cH:7][n:8]([CH:11]([CH3:12])[CH3:13])[c:9]2[cH:10]1. Reaction conditions: time 1 hour. Starting materials: O (water), C(C)OC(=O)C=1NN=C(C1)O (5-Hydroxy-2H-pyrazole-3-carboxylic acid ethyl ester), C(=O)([O-])[O-].[K+].[K+] (K2CO3), BrCCOCCOC (1-(2-Bromo-ethoxy)-2-methoxy-ethane). As a reaction SMILES: [CH2:1]([O:3][C:4]([C:6]1[NH:7][N:8]=[C:9]([OH:11])[CH:10]=1)=[O:5])[CH3:2].C([O-])([O-])=O.[K+].[K+].Br[CH2:19][CH2:20][O:21][CH2:22][CH2:23][O:24][CH3:25].O>C(#N)C>[CH2:1]([O:3][C:4]([C:6]1[NH:7][N:8]=[C:9]([O:11][CH2:19][CH2:20][O:21][CH2:22][CH2:23][O:24][CH3:25])[CH:10]=1)=[O:5])[CH3:2] |f:1.2.3|. Yields the product C(C)OC(=O)C=1NN=C(C1)OCCOCCOC (5-[2-(2-Methoxy-ethoxy)-ethoxy]-2H-pyrazole-3-carboxylic acid ethyl ester). Procedure: To a mixture of 3.4 g 5-Hydroxy-2H-pyrazole-3-carboxylic acid ethyl ester and 3 g K2CO3 in 50 ml acetonitrile, 4 g 1-(2-Bromo-ethoxy)-2-methoxy-ethane were added. After stirring for 1 h at RT the reaction was heated to 50° C. for 4 h. Then 50 ml of water were added and the mixture was extracted with DCM (3×100 ml). The combined organic layers were dried over MgSO4, filtered and concentrated under reduced pressure. The residue was purified by chromatography on silica eluting with a DCM/MeOH gradi... The solvent is C(C)#N (acetonitrile). Reactants: C(#N)CCN1C2=CC=CC=C2C=2C3=C(C4=C(C12)N(C=1C=CC=CC14)C)C(NC3)=O (12-(2-cyanoethyl)-6,7,12,13-tetrahydro-13-methyl-5-oxo-5H-indolo[2,3-a]pyrrolo[3,4-c]carbazole), C(C)(=O)[O-].C(C)(=O)[O-].C(C)(=O)[O-].C(C)(=O)[O-].[Pb+4] (lead tetraacetate). Solvent: C(C)(=O)O (acetic acid). The product is C(#N)CCN1C2=CC=CC=C2C=2C3=C(C4=C(C12)N(C=1C=CC=CC14)C)C(NC3O)=O (12-(2-Cyanoethyl)-6,7,12,13-tetrahydro-7-hydroxy-13-methyl-5-oxo-5H-indolo[2,3-a]pyrrolo[3,4-c]carbazole). Reaction SMILES: [C:1]([CH2:3][CH2:4][N:5]1[C:17]2[C:16]3[N:18]([CH3:25])[C:19]4[CH:20]=[CH:21][CH:22]=[CH:23][C:24]=4[C:15]=3[C:14]3[C:26](=[O:29])[NH:27][CH2:28][C:13]=3[C:12]=2[C:11]2[C:6]1=[CH:7][CH:8]=[CH:9][CH:10]=2)#[N:2].C([O-])(=[O:32])C.C([O-])(=O)C.C([O-])(=O)C.C([O-])(=O)C.[Pb+4]>C(O)(=O)C>[C:1]([CH2:3][CH2:4][N:5]1[C:17]2[C:16]3[N:18]([CH3:25])[C:19]4[CH:20]=[CH:21][CH:22]=[CH:23][C:24]=4[C:15]=3[C:14]3[C:26](=[O:29])[NH:27][CH:28]([OH:32])[C:13]=3[C:12]=2[C:11]2[C:6]1=[CH:7][CH:8]=[CH:9][CH:10]=2)#[N:2] |f:1.2.3.4.5|. Procedure: 140 mg (0.37 mmole) 12-(2-cyanoethyl)-6,7,12,13-tetrahydro-13-methyl-5-oxo-5H-indolo[2,3a]pyrrolo[3,4-c]carbazole (Example 2) are stirred for 2 days at 20° C. in 20 mL glacial acetic acid with 197 mg (0.44 mole) lead tetraacetate. The solvent is evaporated in a vacuum and the residue partitioned between 50 mL tetrahydrofuran and 50 mL of saturated sodium hydrogencarbonate solution. The tetrahydrofuran phase is separated, washed with saturated sodium chloride solution, dried over anhydrous sodium... Starting materials: Cl (hydrochloric acid), CN(C=1SC2=C(C(N1)=O)C=CC=N2)C2=CC=C(C=C2)CC(=O)OCC (ethyl [4-[N-methyl-N-(4-oxo-4H-pyrido[3,2-e]-1,3-thiazin-2-yl)amino)phenyl]acetate), C(C)O (ethanol), aqueous solution, [OH-].[Na+] (sodium hydroxide). The solvent is O (water). Reaction conditions: time 4 hour. Yields the product CN(C=1SC2=C(C(N1)=O)C=CC=N2)C2=CC=C(C=C2)CC(=O)O ([4-[N-methyl-N-(4-oxo-4H-pyrido[3,2-e]-1,3-thiazin-2-yl)amino]phenyl]acetic acid). The yield is 98.6%. As a reaction SMILES: [CH3:1][N:2]([C:14]1[CH:19]=[CH:18][C:17]([CH2:20][C:21]([O:23]CC)=[O:22])=[CH:16][CH:15]=1)[C:3]1[S:4][C:5]2[N:13]=[CH:12][CH:11]=[CH:10][C:6]=2[C:7](=[O:9])[N:8]=1.C(O)C.[OH-].[Na+].Cl>O>[CH3:1][N:2]([C:14]1[CH:19]=[CH:18][C:17]([CH2:20][C:21]([OH:23])=[O:22])=[CH:16][CH:15]=1)[C:3]1[S:4][C:5]2[N:13]=[CH:12][CH:11]=[CH:10][C:6]=2[C:7](=[O:9])[N:8]=1 |f:2.3|. Reported procedure: To a mixture of 250 mg of ethyl [4-[N-methyl-N-(4-oxo-4H-pyrido[3,2-e]-1,3-thiazin-2-yl)amino)phenyl]acetate and 1.55 ml of ethanol was added 1.55 ml of a 0.5 N aqueous solution of sodium hydroxide under cooling with ice. The mixture was then stirred at room temperature for 4 hours. The reaction mixture was diluted with 5 ml of water, and then adjusted with a 0.5 N hydrochloric acid to pH 1. The resulting crystal was collected by filtration, washed with water and then with diethyl ether, and the... The reactants are CN(C)C=O, CC(=O)c1csc(-c2ccc(Cl)c(Cl)c2)c1O, Cl, COC(=O)CN1CCN(C(=S)NN)CC1, O. Product: COC(=O)CN1CCN(C(=S)NN=C(C)c2csc(-c3ccc(Cl)c(Cl)c3)c2O)CC1. RXN SMILES: [CH3:33][N:34]([CH3:35])[CH:36]=[O:37].[Cl:16][c:17]1[cH:18][c:19](-[c:24]2[s:25][cH:26][c:27]([C:30](=[O:31])[CH3:32])[c:28]2[OH:29])[cH:20][cH:21][c:22]1[Cl:23].[ClH:38].[NH:1]([NH2:2])[C:3](=[S:4])[N:5]1[CH2:6][CH2:7][N:8]([CH2:11][C:12](=[O:13])[O:14][CH3:15])[CH2:9][CH2:10]1.[OH2:39]>>[NH:1]([N:2]=[C:30]([c:27]1[cH:26][s:25][c:24](-[c:19]2[cH:18][c:17]([Cl:16])[c:22]([Cl:23])[cH:21][cH:20]2)[c:28]1[OH:29])[CH3:32])[C:3](=[S:4])[N:5]1[CH2:6][CH2:7][N:8]([CH2:11][C:12](=[O:13])[O:14][CH3:15])[CH2:9][CH2:10]1. Reactants: CCCc1c(CNC)ccc2ccccc12, Cl, CNCc1ccc(F)c2ccccc12, O=C(O)C=Cc1cnc2c(c1)CN(CCN1CCOCC1)C(=O)N2. Product: Cl, CN(Cc1ccc(F)c2ccccc12)C(=O)C=Cc1cnc2c(c1)CN(CCN1CCOCC1)C(=O)N2. RXN SMILES: [CH3:15][NH:16][CH2:17][c:18]1[cH:19][cH:20][c:21]2[c:22]([cH:23][cH:24][cH:25][cH:26]2)[c:27]1[CH2:28][CH2:29][CH3:30].[ClH:31].[F:1][c:2]1[cH:3][cH:4][c:5]([CH2:12][NH:13][CH3:14])[c:6]2[cH:7][cH:8][cH:9][cH:10][c:11]12.[O:32]1[CH2:33][CH2:34][N:35]([CH2:38][CH2:39][N:40]2[C:41](=[O:55])[NH:42][c:43]3[c:44]([cH:46][c:47]([CH:50]=[CH:51][C:52](=[O:53])[OH:54])[cH:48][n:49]3)[CH2:45]2)[CH2:36][CH2:37]1>>[ClH:31].[F:1][c:2]1[cH:3][cH:4][c:5]([CH2:12][N:13]([CH3:14])[C:52]([CH:51]=[CH:50][c:47]2[cH:46][c:44]3[c:43]([n:49][cH:48]2)[NH:42][C:41](=[O:55])[N:40]([CH2:39][CH2:38][N:35]2[CH2:34][CH2:33][O:32][CH2:37][CH2:36]2)[CH2:45]3)=[O:54])[c:6]2[cH:7][cH:8][cH:9][cH:10][c:11]12.